Dataset: the Open Reaction Database (ORD), a public repository of structured organic reaction records. Task: describe an organic reaction: reactants, conditions, products, and yield Solvent: CO (MeOH). Starting materials: FC(C1=NC2=C(N1C1=NC(=NC(=N1)N1CCN(CC1)S(=O)(=O)CCN1CCN(CC1)S(=O)(=O)C)N1CCOCC1)C=CC=C2OC)F (2-(difluoromethyl)-4-methoxy-1-[4-[4-({2-[4-(methylsulfonyl)-1-piperazinyl]ethyl}sulfonyl)-1-piperazinyl]-6-(4-morpholinyl)-1,3,5-triazin-2-yl]-1H-benzimidazole), CS(=O)(=O)O (methanesulfonic acid). Reaction SMILES: [F:1][CH:2]([F:47])[C:3]1[N:7]([C:8]2[N:13]=[C:12]([N:14]3[CH2:19][CH2:18][N:17]([S:20]([CH2:23][CH2:24][N:25]4[CH2:30][CH2:29][N:28]([S:31]([CH3:34])(=[O:33])=[O:32])[CH2:27][CH2:26]4)(=[O:22])=[O:21])[CH2:16][CH2:15]3)[N:11]=[C:10]([N:35]3[CH2:40][CH2:39][O:38][CH2:37][CH2:36]3)[N:9]=2)[C:6]2[CH:41]=[CH:42][CH:43]=[C:44]([O:45][CH3:46])[C:5]=2[N:4]=1.[CH3:48][S:49]([OH:52])(=[O:51])=[O:50]>CO>[CH3:48][S:49]([OH:52])(=[O:51])=[O:50].[F:47][CH:2]([F:1])[C:3]1[N:7]([C:8]2[N:13]=[C:12]([N:14]3[CH2:15][CH2:16][N:17]([S:20]([CH2:23][CH2:24][N:25]4[CH2:26][CH2:27][N:28]([S:31]([CH3:34])(=[O:32])=[O:33])[CH2:29][CH2:30]4)(=[O:21])=[O:22])[CH2:18][CH2:19]3)[N:11]=[C:10]([N:35]3[CH2:36][CH2:37][O:38][CH2:39][CH2:40]3)[N:9]=2)[C:6]2[CH:41]=[CH:42][CH:43]=[C:44]([O:45][CH3:46])[C:5]=2[N:4]=1 |f:3.4|. Reported procedure: A suspension of 2-(difluoromethyl)-4-methoxy-1-[4-[4-({2-[4-(methylsulfonyl)-1-piperazinyl]ethyl}sulfonyl)-1-piperazinyl]-6-(4-morpholinyl)-1,3,5-triazin-2-yl]-1H-benzimidazole from the previous step in MeOH (50 mL) was treated with methanesulfonic acid (33 mg, 1.1 equiv.) to give a clear solution. The solvent was removed under vacuum and the residue was washed with EtOAc to give 2-(difluoromethyl)-4-methoxy-1-[4-[4-({2-[4-(methylsulfonyl)-1-piperazinyl]ethyl}sulfonyl)-1-piperazinyl]-6-(4-morpho... Product: CS(=O)(=O)O.FC(C1=NC2=C(N1C1=NC(=NC(=N1)N1CCN(CC1)S(=O)(=O)CCN1CCN(CC1)S(=O)(=O)C)N1CCOCC1)C=CC=C2OC)F (2-(difluoromethyl)-4-methoxy-1-[4-[4-({2-[4-(methylsulfonyl)-1-piperazinyl]ethyl}sulfonyl)-1-piperazinyl]-6-(4-morpholinyl)-1,3,5-triazin-2-yl]-1H-benzimidazole methanesulfonate). The reactants are [Br-], C1CCOC1, CC(c1ccc2c(c1)C(C)(C)CCO2)[P+](c1ccccc1)(c1ccccc1)c1ccccc1, CO, O=Cc1ccccc1, O. Yields the product CC(=Cc1ccccc1)c1ccc2c(c1)C(C)(C)CCO2. Reaction SMILES: [Br-:1].[CH2:46]1[O:47][CH2:48][CH2:49][CH2:50]1.[CH3:2][C:3]1([CH3:34])[CH2:4][CH2:5][O:6][c:7]2[cH:8][cH:9][c:10]([CH:13]([CH3:14])[P+:15]([c:16]3[cH:17][cH:18][cH:19][cH:20][cH:21]3)([c:22]3[cH:23][cH:24][cH:25][cH:26][cH:27]3)[c:28]3[cH:29][cH:30][cH:31][cH:32][cH:33]3)[cH:11][c:12]21.[CH3:44][OH:45].[CH:35](=[O:36])[c:37]1[cH:38][cH:39][cH:40][cH:41][cH:42]1.[OH2:43]>>[CH3:2][C:3]1([CH3:34])[CH2:4][CH2:5][O:6][c:7]2[cH:8][cH:9][c:10]([C:13]([CH3:14])=[CH:35][c:37]3[cH:38][cH:39][cH:40][cH:41][cH:42]3)[cH:11][c:12]21.